Dataset: the Open Reaction Database (ORD), a public repository of structured organic reaction records. Task: describe an organic reaction: reactants, conditions, products, and yield The product is CCOC(=O)C(=C1SC(=S)N(CC(=O)O)C1=O)c1csc(NC(=O)Nc2ccc(C)cc2)n1. Starting materials: CCO, [Cl-], N, [NH4+], O=C(O)CN1C(=O)CSC1=S, CCOC(=O)C(=O)c1csc(NC(=O)Nc2ccc(C)cc2)n1. Reaction SMILES: [CH3:38][CH2:39][OH:40].[Cl-:35].[NH3:37].[NH4+:36].[S:24]1[C:25](=[S:26])[N:27]([CH2:31][C:32](=[O:33])[OH:34])[C:28](=[O:29])[CH2:30]1.[c:1]1([CH3:23])[cH:2][cH:3][c:4]([NH:7][C:8]([NH:9][c:10]2[s:11][cH:12][c:13]([C:15]([C:16](=[O:17])[O:18][CH2:19][CH3:20])=[O:21])[n:14]2)=[O:22])[cH:5][cH:6]1>>[c:1]1([CH3:23])[cH:2][cH:3][c:4]([NH:7][C:8]([NH:9][c:10]2[s:11][cH:12][c:13]([C:15]([C:16](=[O:17])[O:18][CH2:19][CH3:20])=[C:30]3[S:24][C:25](=[S:26])[N:27]([CH2:31][C:32](=[O:33])[OH:34])[C:28]3=[O:29])[n:14]2)=[O:22])[cH:5][cH:6]1. Reactants: COc1ccc(C=O)c2c3ccccc3n(C)c12, CC(C)=O, [O-][Cl+][O-], NS(=O)(=O)O, [Na+], O. Yields the product COc1ccc(C(=O)O)c2c3ccccc3n(C)c12. RXN SMILES: [CH3:1][O:2][c:3]1[cH:4][cH:5][c:6]([CH:17]=[O:18])[c:7]2[c:8]3[cH:9][cH:10][cH:11][cH:12][c:13]3[n:14]([CH3:16])[c:15]12.[CH3:28][C:29](=[O:30])[CH3:31].[Cl+:24]([O-:25])[O-:26].[NH2:19][S:20]([OH:21])(=[O:22])=[O:23].[Na+:27].[OH2:32]>>[CH3:1][O:2][c:3]1[cH:4][cH:5][c:6]([C:17](=[O:18])[OH:21])[c:7]2[c:8]3[cH:9][cH:10][cH:11][cH:12][c:13]3[n:14]([CH3:16])[c:15]12. Reactants: FC(C=1C=CC2=C(C(=NCC(N2)=S)C2=CC=CC=C2)C1)(F)F (7-trifluoromethyl-1,3-dihydro-5-phenyl-2H-1,4-benzodiazepine-2-thione), C1(C=2C(C(N1CC(CN)=O)=O)=CC=CC2)=O ((3-phthalimidoacetonyl)amine), ethylene ketal. Run in C(C)O (ethanol). Product: FC(C=1C=CC2=C(C(=NCC(=N2)NCC(=O)CN2C(C=3C(C2=O)=CC=CC3)=O)C3=CC=CC=C3)C1)(F)F (7-trifluoromethyl-5-phenyl-2-[(3-phthalimidoacetonyl)amino]-3H-1,4-benzodiazepine), ethylene ketal. As a reaction SMILES: [F:1][C:2]([F:22])([F:21])[C:3]1[CH:4]=[CH:5][C:6]2[NH:12][C:11](=S)[CH2:10][N:9]=[C:8]([C:14]3[CH:19]=[CH:18][CH:17]=[CH:16][CH:15]=3)[C:7]=2[CH:20]=1.[C:23]1(=[O:38])[N:27]([CH2:28][C:29](=[O:32])[CH2:30][NH2:31])[C:26](=[O:33])[C:25]2=[CH:34][CH:35]=[CH:36][CH:37]=[C:24]12>C(O)C>[F:1][C:2]([F:22])([F:21])[C:3]1[CH:4]=[CH:5][C:6]2[N:12]=[C:11]([NH:31][CH2:30][C:29]([CH2:28][N:27]3[C:23](=[O:38])[C:24]4=[CH:37][CH:36]=[CH:35][CH:34]=[C:25]4[C:26]3=[O:33])=[O:32])[CH2:10][N:9]=[C:8]([C:14]3[CH:19]=[CH:18][CH:17]=[CH:16][CH:15]=3)[C:7]=2[CH:20]=1. Procedure details: In the manner given in example 12, 7-trifluoromethyl-1,3-dihydro-5-phenyl-2H-1,4-benzodiazepine-2-thione is heated with (3-phthalimidoacetonyl)amine, ethylene ketal in ethanol to give 7-trifluoromethyl-5-phenyl-2-[(3-phthalimidoacetonyl)amino]-3H-1,4-benzodiazepine, ethylene ketal. Starting materials: FC1=CC=C(OC[C@H](CCCC(=O)OC)O)C=C1 (methyl (S)-6-(4-fluorophenoxy)-5-hydroxy-hexanoate), CC=1C=CC(=CC1)S(=O)(=O)O (PTSA), C([O-])(O)=O.[Na+] (sodium bicarbonate). The solvent is C(Cl)Cl (CH2Cl2). Reaction conditions: temperature 40 celsius, time 12 hour. The product is FC1=CC=C(OC[C@@H]2CCCC(O2)=O)C=C1 ((6S)-6-(4-fluorophenoxymethyl)-tetrahydropyran-2-one). Yield: 71.5%. RXN SMILES: [F:1][C:2]1[CH:18]=[CH:17][C:5]([O:6][CH2:7][C@@H:8](O)[CH2:9][CH2:10][CH2:11][C:12]([O:14]C)=[O:13])=[CH:4][CH:3]=1.CC1C=CC(S(O)(=O)=O)=CC=1.C(=O)(O)[O-].[Na+]>C(Cl)Cl>[F:1][C:2]1[CH:3]=[CH:4][C:5]([O:6][CH2:7][C@H:8]2[O:14][C:12](=[O:13])[CH2:11][CH2:10][CH2:9]2)=[CH:17][CH:18]=1 |f:2.3|. Procedure: To a solution of methyl (S)-6-(4-fluorophenoxy)-5-hydroxy-hexanoate (0.8 g 3.12 mmol) in CH2Cl2 (20 ml), a catalytic amount of PTSA (10 mg) was added and the reaction mixture was stirred at 40° C. for 12 h. The reaction was then neutralised with sodium bicarbonate and the product extracted with dichloromethane. The organic layer was dried (Na2SO4) and concentrated. The crude product on purification on a silica gel (EtOAc-light petroleum (1:3) as eluent) gave (6S)-6-(4-fluorophenoxymethyl)-tetrah... Reactants: COc1cc(OCC(=O)O)c(C)cc1[SH](C)Cc1ccc(-c2ccc(C(F)(F)F)cc2)cc1, Cc1cc(-c2ccc(C(F)(F)F)cc2)ccc1CCl. Yields the product COc1cc(OCC(=O)O)c(C)cc1SCc1ccc(-c2ccc(C(F)(F)F)cc2)cc1C. As a reaction SMILES: [CH3:20][O:21][c:22]1[c:23]([SH:34]([CH3:35])[CH2:36][c:37]2[cH:38][cH:39][c:40](-[c:41]3[cH:42][cH:43][c:44]([C:45]([F:46])([F:47])[F:48])[cH:49][cH:50]3)[cH:51][cH:52]2)[cH:24][c:25]([CH3:33])[c:26]([O:27][CH2:28][C:29](=[O:30])[OH:31])[cH:32]1.[Cl:1][CH2:2][c:3]1[c:4]([CH3:19])[cH:5][c:6](-[c:9]2[cH:10][cH:11][c:12]([C:15]([F:16])([F:17])[F:18])[cH:13][cH:14]2)[cH:7][cH:8]1>>[CH2:2]([c:3]1[c:4]([CH3:19])[cH:5][c:6](-[c:9]2[cH:10][cH:11][c:12]([C:15]([F:16])([F:17])[F:18])[cH:13][cH:14]2)[cH:7][cH:8]1)[S:34][c:23]1[c:22]([O:21][CH3:20])[cH:32][c:26]([O:27][CH2:28][C:29](=[O:30])[OH:31])[c:25]([CH3:33])[cH:24]1.